Dataset: the Open Reaction Database (ORD), a public repository of structured organic reaction records. Task: describe an organic reaction: reactants, conditions, products, and yield Starting materials: OC12CC3CC(C1)CC(O)(C3)C2, C=COC(C)=O, Cc1ccccc1, C=COC12CC3CC(C1)CC(OC=C)(C3)C2, [Na+], [Na+], O=C([O-])[O-]. The product is C=COC12CC3CC(CC(O)(C3)C1)C2. RXN SMILES: [C:7]12([OH:8])[CH2:9][CH:10]3[CH2:11][CH:12]([CH2:13][C:14]([OH:15])([CH2:16]3)[CH2:17]1)[CH2:18]2.[CH3:19][C:20]([O:21][CH:22]=[CH2:23])=[O:24].[CH3:41][c:42]1[cH:43][cH:44][cH:45][cH:46][cH:47]1.[CH:25](=[CH2:26])[O:27][C:28]12[CH2:29][C:30]3([O:38][CH:39]=[CH2:40])[CH2:31][CH:32]([CH2:33][CH:34]([CH2:35]1)[CH2:36]3)[CH2:37]2.[Na+:1].[Na+:2].[O-:3][C:4](=[O:5])[O-:6]>>[CH:25](=[CH2:26])[O:27][C:28]12[CH2:29][C:30]3([OH:38])[CH2:31][CH:32]([CH2:33][CH:34]([CH2:35]1)[CH2:36]3)[CH2:37]2. Starting materials: C(C)(C)(C)OC(=O)N1[C@@H](C\C(\C1)=N/OC)C(=O)O ((2S,4E)-1-(tert-butoxycarbonyl)-4-(methoxyimino)-2-pyrrolidinecarboxylic acid), N(=C=O)CCCCC (1-isocyanatopentane), C(C)N1C2=CC=CC=C2C=2C=C(C=CC12)N (9-ethyl-9H-carbazol-3-amine). Yields the product C(C)N1C2=CC=CC=C2C=2C=C(C=CC12)NC(=O)[C@H]1N(CC(C1)=NOC)C(=O)NCCCCC ((2S,4EZ)-N2-(9-ethyl-9H-carbazol-3-yl)-4-(methoxyimino)-N1-pentyl-1,2-pyrrolidinedicarboxamide). RXN SMILES: C(O[C:6]([N:8]1[CH2:12]/[C:11](=[N:13]/[O:14][CH3:15])/[CH2:10][C@H:9]1[C:16]([OH:18])=O)=[O:7])(C)(C)C.[N:19]([CH2:22][CH2:23][CH2:24][CH2:25][CH3:26])=C=O.[CH2:27]([N:29]1[C:41]2[CH:40]=[CH:39][C:38]([NH2:42])=[CH:37][C:36]=2[C:35]2[C:30]1=[CH:31][CH:32]=[CH:33][CH:34]=2)[CH3:28]>>[CH2:27]([N:29]1[C:41]2[CH:40]=[CH:39][C:38]([NH:42][C:16]([C@@H:9]3[CH2:10][C:11](=[N:13][O:14][CH3:15])[CH2:12][N:8]3[C:6]([NH:19][CH2:22][CH2:23][CH2:24][CH2:25][CH3:26])=[O:7])=[O:18])=[CH:37][C:36]=2[C:35]2[C:30]1=[CH:31][CH:32]=[CH:33][CH:34]=2)[CH3:28]. Reported procedure: Following the general method as outlined in Example 22, starting from (2S,4E)-1-(tert-butoxycarbonyl)-4-(methoxyimino)-2-pyrrolidinecarboxylic acid, 1-isocyanatopentane, and 9-ethyl-9H-carbazol-3-amine the title compound was obtained in 81% purity by LC/MS. MS(ESI+): m/z=464.2. Reaction SMILES: [CH3:1][C:2]1([CH3:13])[O:7][CH:6]([C:8]([CH3:12])([CH3:11])[CH:9]=[O:10])[CH2:5][CH2:4][O:3]1.[CH3:14][CH2:15][Mg+].[Br-].[NH4+].[Cl-].O>C(OCC)C>[CH3:1][C:2]1([CH3:13])[O:7][CH:6]([C:8]([CH3:12])([CH:9]([OH:10])[CH2:14][CH3:15])[CH3:11])[CH2:5][CH2:4][O:3]1 |f:1.2,3.4|. Run in C(C)OCC (diethyl ether), CCOCC (ether). Reactants: [NH4+].[Cl-] (NH4Cl), O (water), CC1(OCCC(O1)C(C=O)(C)C)C (2-(2,2-dimethyl-[1,3]dioxan-4-yl)-2-methyl-propionaldehyde), solution, CC[Mg+].[Br-] (EtMgBr). Product: CC1(OCCC(O1)C(C)(C(CC)O)C)C (2-(2,2-dimethyl-[1,3]dioxan-4-yl)-2-methyl-pentan-3-ol). Isolated yield 80.0%. Procedure: A solution of 268 mg (1.44 mmol) of aldehyde 45 in 4 ml of diethyl ether is mixed at 0° C. with 528 μl (1.58 mmol, 1.1 equivalents) of a 3 M solution of EtMgBr in ether. It is allowed to stir for 2 hours at 0° C., heated to room temperature and allowed to stir for another hour. For working-up, it is mixed with saturated aqueous NH4Cl solution, and then water is added steadily until the precipitate goes into solution. The aqueous phase is extracted with ether, the combined organic phases are drie... Conditions: temperature 0 celsius, time 2 hour. The reactants are O=C(c1ccc(F)cc1)c1cc(Cl)c(Br)s1, CC(=O)[O-], CCO, [H][H], [Na+]. Product: O=C(c1ccc(F)cc1)c1cc(Cl)cs1. As a reaction SMILES: [Br:1][c:2]1[s:3][c:4]([C:8]([c:9]2[cH:10][cH:11][c:12]([F:15])[cH:13][cH:14]2)=[O:16])[cH:5][c:6]1[Cl:7].[CH3:18][C:19](=[O:20])[O-:21].[CH3:24][CH2:25][OH:26].[H:22][H:23].[Na+:17]>>[cH:2]1[s:3][c:4]([C:8]([c:9]2[cH:10][cH:11][c:12]([F:15])[cH:13][cH:14]2)=[O:16])[cH:5][c:6]1[Cl:7]. Reactants: CSc1nc(OCC(O)CNC(C)(C)C)c(C(N)=O)s1, CC(C)(C)NCC(O)COc1ncsc1C(N)=O, Cl, [Zn]. Yields the product CC(C)(C)NCC(O)COc1ncsc1C(N)=O. RXN SMILES: [C:1]([NH2:2])(=[O:3])[c:4]1[c:5]([O:11][CH2:12][CH:13]([CH2:14][NH:15][C:16]([CH3:17])([CH3:18])[CH3:19])[OH:20])[n:6][c:7]([S:9][CH3:10])[s:8]1.[C:21]([c:22]1[s:23][cH:24][n:25][c:26]1[O:27][CH2:28][CH:29]([OH:30])[CH2:31][NH:32][C:33]([CH3:34])([CH3:35])[CH3:36])(=[O:37])[NH2:38].[ClH:40].[Zn:39]>>[C:1]([NH2:2])(=[O:3])[c:4]1[c:5]([O:11][CH2:12][CH:13]([CH2:14][NH:15][C:16]([CH3:17])([CH3:18])[CH3:19])[OH:20])[n:6][cH:7][s:8]1. Reactants: C(C)(C)(C)OC(=O)N(C(C1=C(C=CC(=C1)N1C(CCC1)=O)C(=O)N1CCN(CC1)C1=NC=C(C=C1C)C)=O)C(=O)OC(C)(C)C (N,N-di-tert-butyloxycarbonyl-2-[4-(3,5-dimethylpyridin-2-yl)piperazine-1-carbonyl]-5-(2-oxopyrrolidin-1-yl)benzamide), N1CCOCC1 (morpholine). Product: CC=1C(=NC=C(C1)C)N1CCN(CC1)C(=O)C1=C(C=C(C=C1)N1C(CCC1)=O)C(=O)N1CCOCC1 (1-[4-[4-(3,5-dimethylpyridin-2-yl)piperazine-1-carbonyl]-3-(morpholine-4-carbonyl)phenyl]pyrrolidin-2-one). As a reaction SMILES: C(OC([N:8]([C:39](OC(C)(C)C)=O)[C:9](=[O:38])[C:10]1[CH:15]=[C:14]([N:16]2[CH2:20][CH2:19][CH2:18][C:17]2=[O:21])[CH:13]=[CH:12][C:11]=1[C:22]([N:24]1[CH2:29][CH2:28][N:27]([C:30]2[C:35]([CH3:36])=[CH:34][C:33]([CH3:37])=[CH:32][N:31]=2)[CH2:26][CH2:25]1)=[O:23])=O)(C)(C)C.N1C[CH2:50][O:49][CH2:48][CH2:47]1>>[CH3:36][C:35]1[C:30]([N:27]2[CH2:26][CH2:25][N:24]([C:22]([C:11]3[CH:12]=[CH:13][C:14]([N:16]4[CH2:20][CH2:19][CH2:18][C:17]4=[O:21])=[CH:15][C:10]=3[C:9]([N:8]3[CH2:39][CH2:50][O:49][CH2:48][CH2:47]3)=[O:38])=[O:23])[CH2:29][CH2:28]2)=[N:31][CH:32]=[C:33]([CH3:37])[CH:34]=1. Reported procedure: Using N,N-di-tert-butyloxycarbonyl-2-[4-(3,5-dimethylpyridin-2-yl)piperazine-1-carbonyl]-5-(2-oxopyrrolidin-1-yl)benzamide (249 mg) described in Example 769 and morpholine (42 μL) and by the reaction and treatment in the same manner as in Example 770, the title compound (60 mg) was obtained. Starting materials: CN=C=O (methyl isocyanate), CC=1N=CNC1Cl (4-methyl-5-chloroimidazole). Run in C(Cl)(Cl)Cl (chloroform). Conditions: temperature 40 celsius, time 2 hour. The product is CNC(=O)N1C=NC(=C1Cl)C (1-N-methylcarbamyl-4-methyl-5-chloroimidazole). The yield is 74.9%. As a reaction SMILES: [CH3:1][N:2]=[C:3]=[O:4].[CH3:5][C:6]1[N:7]=[CH:8][NH:9][C:10]=1[Cl:11]>C(Cl)(Cl)Cl>[CH3:1][NH:2][C:3]([N:9]1[C:10]([Cl:11])=[C:6]([CH3:5])[N:7]=[CH:8]1)=[O:4]. Reported procedure: 104 g of methyl isocyanate were added dropwise to 233 g of 4-methyl-5-chloroimidazole in 1 liter of chloroform in a stirred flask provided with a thermometer and a reflux condenser. During the addition, the temperature increased to 40° C. Refluxing was carried out for 2 hours, the reaction solution was evaporated down under reduced pressure, the hot residue was dissolved in 400 ml of toluene, the solution was filtered with carbon and cooled, and the precipitated crystals were filtered off under ...